From a dataset of the Open Reaction Database (ORD), a public repository of structured organic reaction records. describe an organic reaction: reactants, conditions, products, and yield Reactants: O=[N+]([O-])c1ccccc1S(=O)(=O)Cl, COC(=O)CCc1ccc(N)nc1, O, c1ccncc1. Product: COC(=O)CCc1ccc(NS(=O)(=O)c2ccccc2[N+](=O)[O-])nc1. As a reaction SMILES: [N+:14](=[O:15])([O-:16])[c:17]1[c:18]([S:23](=[O:24])(=[O:25])[Cl:26])[cH:19][cH:20][cH:21][cH:22]1.[NH2:1][c:2]1[cH:3][cH:4][c:5]([CH2:8][CH2:9][C:10](=[O:11])[O:12][CH3:13])[cH:6][n:7]1.[OH2:27].[cH:28]1[cH:29][cH:30][n:31][cH:32][cH:33]1>>[NH:1]([c:2]1[cH:3][cH:4][c:5]([CH2:8][CH2:9][C:10](=[O:11])[O:12][CH3:13])[cH:6][n:7]1)[S:23]([c:18]1[c:17]([N+:14](=[O:15])[O-:16])[cH:22][cH:21][cH:20][cH:19]1)(=[O:24])=[O:25]. Reactants: CC(C)(C)OC(=O)N1CCC2(CC1)c1ccccc1CS2(=O)=O, ClCCl, Cl, C1COCCO1. Product: Cl, O=S1(=O)Cc2ccccc2C12CCNCC2. RXN SMILES: [C:1]([O:2][C:3](=[O:4])[N:8]1[CH2:9][CH2:10][C:11]2([S:12](=[O:20])(=[O:21])[CH2:13][c:14]3[c:15]2[cH:16][cH:17][cH:18][cH:19]3)[CH2:22][CH2:23]1)([CH3:5])([CH3:6])[CH3:7].[CH2:25]([Cl:26])[Cl:27].[ClH:24].[O:28]1[CH2:29][CH2:30][O:31][CH2:32][CH2:33]1>>[ClH:24].[NH:8]1[CH2:9][CH2:10][C:11]2([S:12](=[O:20])(=[O:21])[CH2:13][c:14]3[c:15]2[cH:16][cH:17][cH:18][cH:19]3)[CH2:22][CH2:23]1. Starting materials: C1C(CC2=CC=CC=C12)NCC(=O)O (N-(2-indanyl)glycine), C(C1=CC=CC=C1)(=O)SC[C@@H](C(=O)Cl)C (3-benzoylthio-2(S)-methylpropionyl chloride). The product is C(C1=CC=CC=C1)(=O)SC[C@H](C(=O)N(CC(=O)O)C1CC2=CC=CC=C2C1)C (N-(3-benzoylthio-2(S)-methylpropionyl)-N-(2-indanyl)glycine). As a reaction SMILES: [CH2:1]1[C:9]2[C:4](=[CH:5][CH:6]=[CH:7][CH:8]=2)[CH2:3][CH:2]1[NH:10][CH2:11][C:12]([OH:14])=[O:13].[C:15]([S:23][CH2:24][C@H:25]([CH3:29])[C:26](Cl)=[O:27])(=[O:22])[C:16]1[CH:21]=[CH:20][CH:19]=[CH:18][CH:17]=1>>[C:15]([S:23][CH2:24][C@@H:25]([CH3:29])[C:26]([N:10]([CH:2]1[CH2:3][C:4]2[C:9](=[CH:8][CH:7]=[CH:6][CH:5]=2)[CH2:1]1)[CH2:11][C:12]([OH:14])=[O:13])=[O:27])(=[O:22])[C:16]1[CH:21]=[CH:20][CH:19]=[CH:18][CH:17]=1. Reported procedure: By reacting N-(2-indanyl)glycine with 3-benzoylthio-2(S)-methylpropionyl chloride in a similar manner to that of Example 37, there is obtained N-(3-benzoylthio-2(S)-methylpropionyl)-N-(2-indanyl)glycine. Colorless needles. Starting materials: [Br-], CC[Mg+], COc1cc2c(cc1C)C(=O)CCC2(C)C. Product: COc1cc2c(cc1C)C(C)=CCC2(C)C. As a reaction SMILES: [Br-:17].[CH2:18]([Mg+:19])[CH3:20].[CH3:1][O:2][c:3]1[cH:4][c:5]2[c:10]([cH:11][c:12]1[CH3:13])[C:9](=[O:14])[CH2:8][CH2:7][C:6]2([CH3:15])[CH3:16]>>[CH3:1][O:2][c:3]1[cH:4][c:5]2[c:10]([cH:11][c:12]1[CH3:13])[C:9]([CH3:18])=[CH:8][CH2:7][C:6]2([CH3:15])[CH3:16]. The reactants are O=C(C(CS(=O)(=O)C1=CC=C(C=C1)SC1=CC=CC=C1)NC(CCCC)=O)NOC1OCCCC1 (N-[2-oxo-1-[[[4-(Phenylthio)phenyl]sulfonyl]methyl]-2-[[(3,4,5,6- tetrahydro-2H-pyran-2-yl)oxy]amino]ethyl]pentanamide), O.C1(=CC=C(C=C1)S(=O)(=O)O)C (p-toluenesulfonic acid, monohydrate). Solvent: CO (methanol). Run at time 2 hour. Product: ONC(=O)C(CS(=O)(=O)C1=CC=C(C=C1)SC1=CC=CC=C1)NC(CCCC)=O (N-[1-[(Hydroxyamino)carbonyl]-2-[[4-(phenylthio)phenyl]sulfonyl]ethyl]pentanamide). Isolated yield 40.6%. RXN SMILES: [O:1]=[C:2]([NH:28][O:29]C1CCCCO1)[CH:3]([NH:21][C:22](=[O:27])[CH2:23][CH2:24][CH2:25][CH3:26])[CH2:4][S:5]([C:8]1[CH:13]=[CH:12][C:11]([S:14][C:15]2[CH:20]=[CH:19][CH:18]=[CH:17][CH:16]=2)=[CH:10][CH:9]=1)(=[O:7])=[O:6].O.C1(C)C=CC(S(O)(=O)=O)=CC=1>CO>[OH:29][NH:28][C:2]([CH:3]([NH:21][C:22](=[O:27])[CH2:23][CH2:24][CH2:25][CH3:26])[CH2:4][S:5]([C:8]1[CH:9]=[CH:10][C:11]([S:14][C:15]2[CH:16]=[CH:17][CH:18]=[CH:19][CH:20]=2)=[CH:12][CH:13]=1)(=[O:6])=[O:7])=[O:1] |f:1.2|. Procedure: To a solution of the title compound of Example 11f (500 mg, 0.96 mmol) in methanol (20 mL) was added p-toluenesulfonic acid, monohydrate (40 mg, 0.21 mmol). After stirring at room temperature for 2 hours, the solution was concentrated. Purification by chromatography (6:94 MeOH/CHCl3) yielded the title compound as a light beige solid (170 mg, 40%): Anal. Calcd. for C20H24N2O5S2.0.5 H2O: C, 53.91; H, 5.66; N, 6.29; S, 14.39. Found: C, 53.98; H, 5.44; N, 6.20; S, 14.47. Reactants: OC=1C=C(C=CC1)CCC(C)=O (4-(3-hydroxyphenyl)-2-butanone), mixture 45/55, BrCCC(C(=O)OCC)NC(=O)OCC1=CC=CC=C1 (ethyl 4-bromo-2-[[(phenylmethoxy)carbonyl]amino]butanoate), Br.N1C(=NCC1)NN (4,5-dihydro-1H-imidazol-2-yl-hydrazine hydrobromide). Run in CO (methanol). Yields the product N1C(=NCC1)NN=C(CCC=1C=C(C=CC1)OCC[C@H](NC(=O)OCC1=CC=CC=C1)C(=O)O)C (O-[3-[3-[(4,5-Dihydro-1H-imidazol-2-yl)hydrazono]butyl]-phenyl]-N-[(phenylmethoxy)carbonyl]-homoserine). The yield is 10.9%. Reaction SMILES: [OH:1][C:2]1[CH:3]=[C:4]([CH2:8][CH2:9][C:10](=O)[CH3:11])[CH:5]=[CH:6][CH:7]=1.Br[CH2:14][CH2:15][CH:16]([NH:22][C:23]([O:25][CH2:26][C:27]1[CH:32]=[CH:31][CH:30]=[CH:29][CH:28]=1)=[O:24])[C:17]([O:19]CC)=[O:18].Br.[NH:34]1[CH2:38][CH2:37][N:36]=[C:35]1[NH:39][NH2:40]>CO>[NH:36]1[CH2:37][CH2:38][N:34]=[C:35]1[NH:39][N:40]=[C:10]([CH3:11])[CH2:9][CH2:8][C:4]1[CH:3]=[C:2]([O:1][CH2:14][CH2:15][C@@H:16]([C:17]([OH:19])=[O:18])[NH:22][C:23]([O:25][CH2:26][C:27]2[CH:28]=[CH:29][CH:30]=[CH:31][CH:32]=2)=[O:24])[CH:7]=[CH:6][CH:5]=1 |f:2.3|. Procedure: The operation is carried out as in Example 1 Stages A, B and C but using 390 mg of 4-(3-hydroxyphenyl)-2-butanone and 818 g of ethyl 4-bromo-2-[[(phenylmethoxy)carbonyl]amino]butanoate (Stage A) then, during Stage B, 380 mg of 4,5-dihydro-1H-imidazol-2-yl-hydrazine hydrobromide. The saponification stage is carried out in the presence of soda in methanol. 110 mg of expected product is obtained in the form of an E/Z mixture 45/55. Reactants: COc1cccc2c1C(=O)OC2=O, CC(=O)[O-], CC(=O)O, Cl, NC1CCC(=O)NC1=O, [Na+]. Yields the product COc1cccc2c1C(=O)N(C1CCC(=O)NC1=O)C2=O. As a reaction SMILES: [CH3:1][O:2][c:3]1[c:4]2[c:5]([cH:11][cH:12][cH:13]1)[C:6](=[O:7])[O:8][C:9]2=[O:10].[CH3:25][C:26](=[O:27])[O-:28].[CH3:29][C:30](=[O:31])[OH:32].[ClH:14].[NH2:15][CH:16]1[C:17](=[O:23])[NH:18][C:19](=[O:22])[CH2:20][CH2:21]1.[Na+:24]>>[CH3:1][O:2][c:3]1[c:4]2[c:5]([cH:11][cH:12][cH:13]1)[C:6](=[O:8])[N:15]([CH:16]1[C:17](=[O:23])[NH:18][C:19](=[O:22])[CH2:20][CH2:21]1)[C:9]2=[O:10]. The reactants are CC1=NNC=2CC(CC(C12)=O)C1=C(C=CC=C1)C (3-methyl-6-(2-methylphenyl)-4,5,6,7-tetrahydroindazol-4-one), C(=N)(N)NN.Cl (aminoguanidine hydrochloride), Cl (hydrochloric acid), O (water). Solvent: C(C)O (ethanol). Reaction conditions: temperature 80 celsius, time 1.5 hour. Product: Cl.N(C(=N)N)N=C1C=2C(=NNC2CC(C1)C1=C(C=CC=C1)C)C (4-guanidinoimino-3-methyl-6-(2-methylphenyl)-4,5,6,7-tetrahydroindazole hydrochloride). Yield: 86.6%. As a reaction SMILES: [CH3:1][C:2]1[C:10]2[C:9](=O)[CH2:8][CH:7]([C:12]3[CH:17]=[CH:16][CH:15]=[CH:14][C:13]=3[CH3:18])[CH2:6][C:5]=2[NH:4][N:3]=1.[C:19]([NH:22][NH2:23])([NH2:21])=[NH:20].[ClH:24].Cl.O>C(O)C>[ClH:24].[NH:22]([N:23]=[C:9]1[CH2:8][CH:7]([C:12]2[CH:17]=[CH:16][CH:15]=[CH:14][C:13]=2[CH3:18])[CH2:6][C:5]2[NH:4][N:3]=[C:2]([CH3:1])[C:10]1=2)[C:19]([NH2:21])=[NH:20] |f:1.2,6.7|. Reported procedure: A mixture of 3-methyl-6-(2-methylphenyl)-4,5,6,7-tetrahydroindazol-4-one (0.15 g), aminoguanidine hydrochloride (0.072 g), concentrated hydrochloric acid (0.062 ml), water (0.062 ml) and ethanol (30 ml) was stirred at 50° C. for 3 hours and at 80° C. for 1.5 hours. Under reduced pressure, the solvent was evaporated. To the residue was added water, and the mixture was washed with diethylether. To the aqueous layer was added sodium hydrogen carbonate solution, and the mixture was extracted with et... Reactants: NC(C(=O)O)(C)C (2-amino-2-methyl-propionic acid), C(C)(=O)O[C@H]1[C@@H](O[C@@H]([C@H]([C@@H]1OC(C)=O)OC(C)=O)COC(C)=O)OC1=NNC(=C1CC1=CC=C(C=C1)\C=C\C(=O)O)C(C)C (3-(2,3,4,6-tetra-O-acetyl-β-D-gluco-pyranosyloxy)-4-({4-[(1E)-2-carboxyvinyl]phenyl}methyl)-5-isopropyl-1H-pyrazole), Cl.C(C)N=C=NCCCN(C)C (1-ethyl-3-(3-dimethylamino-propyl)carbodiimide hydrochloride), ON1N=NC2=C1C=CC=C2 (1-hydroxy-benzotriazole). The solvent is C(C)(=O)O (acetic acid), O (water), CN(C=O)C (N,N-dimethylformamide), ClCCl (dichloromethane), C(C)N(CC)CC (triethylamine). Product: C(C)(=O)O[C@H]1[C@@H](O[C@@H]([C@H]([C@@H]1OC(C)=O)OC(C)=O)COC(C)=O)OC1=NNC(=C1CC1=CC=C(C=C1)\C=C\C(NC(C)(C)C(=O)O)=O)C(C)C (3-(2,3,4,6-tetra-O-acetyl-β-D-glucopyranosyloxy)-4-[(4-{(1E)-2-[1-carboxy-1-(methyl)ethylcarbamoyl]vinyl}phenyl)methyl]-5-isopropyl-1H-pyrazole). Yield: 32.2%. Reaction SMILES: [C:1]([O:4][C@@H:5]1[C@@H:10]([O:11][C:12](=[O:14])[CH3:13])[C@H:9]([O:15][C:16](=[O:18])[CH3:17])[C@@H:8]([CH2:19][O:20][C:21](=[O:23])[CH3:22])[O:7][C@H:6]1[O:24][C:25]1[C:29]([CH2:30][C:31]2[CH:36]=[CH:35][C:34](/[CH:37]=[CH:38]/[C:39](O)=[O:40])=[CH:33][CH:32]=2)=[C:28]([CH:42]([CH3:44])[CH3:43])[NH:27][N:26]=1)(=[O:3])[CH3:2].Cl.C(N=C=NCCCN(C)C)C.ON1C2C=CC=CC=2N=N1.[NH2:67][C:68]([CH3:73])([CH3:72])[C:69]([OH:71])=[O:70]>CN(C)C=O.ClCCl.O.C(O)(=O)C.C(N(CC)CC)C>[C:1]([O:4][C@@H:5]1[C@@H:10]([O:11][C:12](=[O:14])[CH3:13])[C@H:9]([O:15][C:16](=[O:18])[CH3:17])[C@@H:8]([CH2:19][O:20][C:21](=[O:23])[CH3:22])[O:7][C@H:6]1[O:24][C:25]1[C:29]([CH2:30][C:31]2[CH:32]=[CH:33][C:34](/[CH:37]=[CH:38]/[C:39](=[O:40])[NH:67][C:68]([C:69]([OH:71])=[O:70])([CH3:73])[CH3:72])=[CH:35][CH:36]=2)=[C:28]([CH:42]([CH3:44])[CH3:43])[NH:27][N:26]=1)(=[O:3])[CH3:2] |f:1.2|. Procedure details: To a solution of 3-(2,3,4,6-tetra-O-acetyl-β-D-gluco-pyranosyloxy)-4-({4-[(1E)-2-carboxyvinyl]phenyl}methyl)-5-isopropyl-1H-pyrazole (1.2 g) in N,N-dimethylformamide (15 mL) and dichloromethane (10 mL) was added triethylamine (15 mL). To the mixture were added 1-ethyl-3-(3-dimethylamino-propyl)carbodiimide hydrochloride (0.56 g), 1-hydroxy-benzotriazole (0.4 g), and a solution of 2-amino-2-methyl-propionic acid (2.0 g) in water (15 mL), and the mixture was stirred at room temperature overnight. ... Starting materials: C1=CC(=CC(=C1)O)CC(C(=O)O)N (DL-m-Tyrosine), solution, Cl (HCl), CO (MeOH). Yields the product COC(C(CC1=CC(=CC=C1)O)N)=O (2-amino-3-(3-hydroxy-phenyl)-propionic acid methyl ester). As a reaction SMILES: [CH:1]1[CH:6]=[C:5]([OH:7])[CH:4]=[C:3]([CH2:8][CH:9]([NH2:13])[C:10]([OH:12])=[O:11])[CH:2]=1.Cl.[CH3:15]O>>[CH3:15][O:11][C:10](=[O:12])[CH:9]([NH2:13])[CH2:8][C:3]1[CH:2]=[CH:1][CH:6]=[C:5]([OH:7])[CH:4]=1. Procedure: DL-m-Tyrosine (1 g) was stirred in a 3M solution of HCl in MeOH (10 ml) for 2 h at RT The solvent was removed and HV drying afforded 1.43 g of the desired compound.